The task is: describe an organic reaction: reactants, conditions, products, and yield. This data is from the Open Reaction Database (ORD), a public repository of structured organic reaction records. Reactants: O=C([O-])O, CCOC(C)=O, Cl, COc1ccc(C(O)c2ccc3c(c2)N(C2CCN(CCc4ccc(F)cc4)CC2)CC3)cn1, [Na+]. The product is O=c1ccc(C(O)c2ccc3c(c2)N(C2CCN(CCc4ccc(F)cc4)CC2)CC3)c[nH]1. As a reaction SMILES: [C:36](=[O:37])([OH:38])[O-:39].[CH3:41][CH2:42][O:43][C:44](=[O:45])[CH3:46].[ClH:1].[F:2][c:3]1[cH:4][cH:5][c:6]([CH2:7][CH2:8][N:9]2[CH2:10][CH2:11][CH:12]([N:15]3[CH2:16][CH2:17][c:18]4[cH:19][cH:20][c:21]([CH:24]([c:25]5[cH:26][cH:27][c:28]([O:31][CH3:32])[n:29][cH:30]5)[OH:33])[cH:22][c:23]43)[CH2:13][CH2:14]2)[cH:34][cH:35]1.[Na+:40]>>[F:2][c:3]1[cH:4][cH:5][c:6]([CH2:7][CH2:8][N:9]2[CH2:10][CH2:11][CH:12]([N:15]3[CH2:16][CH2:17][c:18]4[cH:19][cH:20][c:21]([CH:24]([c:25]5[cH:26][cH:27][c:28](=[O:31])[nH:29][cH:30]5)[OH:33])[cH:22][c:23]43)[CH2:13][CH2:14]2)[cH:34][cH:35]1.